Dataset: the Open Reaction Database (ORD), a public repository of structured organic reaction records. Task: describe an organic reaction: reactants, conditions, products, and yield Reactants: C(C1=CC=CC=C1)OC=1C=C(C=CC1OC)C1=CN(C=2N=CN=C(C21)N)C2=CC(=CC=C2)OCCN2C=NC=C2 (5-(3-benzyloxy-4-methoxyphenyl)-7-[3-(2-(1-imidazolyl)ethoxy)phenyl]-4-amino-pyrrolo[2,3-d]pyrimidine), [H][H] (hydrogen), C(C)O (ethanol). Reagents/catalysts: [Pd] (palladium/carbon). The solvent is C1CCOC1 (THF). Product: OC=1C=C(C=CC1OC)C1=CN(C=2N=CN=C(C21)N)C2=CC(=CC=C2)OCCN2C=NC=C2 (5-(3-Hydroxy-4-methoxyphenyl)-7-[3-(2-(1-imidazolyl)ethoxy)phenyl]-4-amino-pyrrolo[2,3-d]pyrimidine). RXN SMILES: C([O:8][C:9]1[CH:10]=[C:11]([C:17]2[C:25]3[C:24]([NH2:26])=[N:23][CH:22]=[N:21][C:20]=3[N:19]([C:27]3[CH:32]=[CH:31][CH:30]=[C:29]([O:33][CH2:34][CH2:35][N:36]4[CH:40]=[CH:39][N:38]=[CH:37]4)[CH:28]=3)[CH:18]=2)[CH:12]=[CH:13][C:14]=1[O:15][CH3:16])C1C=CC=CC=1.[H][H].C(O)C>C1COCC1.[Pd]>[OH:8][C:9]1[CH:10]=[C:11]([C:17]2[C:25]3[C:24]([NH2:26])=[N:23][CH:22]=[N:21][C:20]=3[N:19]([C:27]3[CH:32]=[CH:31][CH:30]=[C:29]([O:33][CH2:34][CH2:35][N:36]4[CH:40]=[CH:39][N:38]=[CH:37]4)[CH:28]=3)[CH:18]=2)[CH:12]=[CH:13][C:14]=1[O:15][CH3:16]. Procedure details: 0.75 g of 5-(3-benzyloxy-4-methoxyphenyl)-7-[3-(2-(1-imidazolyl)ethoxy)phenyl]-4-amino-pyrrolo[2,3-d]pyrimidine is hydrogenated in a hydrogen atmosphere at normal pressure and about 50° C. for 12 h in 20 ml of THF and 10 ml of ethanol in the presence of 0.2 g of 5% palladium/carbon. After filtration through Celite and crystallization of the residue from methylene chloride, 5-(3-hydroxy-4-methoxyphenyl)-7-[3-(2-(1-imidazolyl)ethoxy)phenyl]-4-aminopyrrolo[2,3-d]pyrimidine having an m.p. of 205°-20... Reactants: ClC1=CC(=CC=2C(OC(NC21)=O)(C)C)OCCCCSC2=CC=C(C=C2)C (8-chloro-6-[4-(4-methyl-phenylmercapto)-butoxy]-4,4-dimethyl-4H-3,1-benzoxazin-2-one), OO (hydrogen peroxide). The product is ClC1=CC(=CC=2C(OC(NC21)=O)(C)C)OCCCCS(=O)C2=CC=C(C=C2)C (8-Chloro-6-[4-(4-methyl-phenylsulfinyl)-butoxy]-4,4-dimethyl-4H-3,1-benzoxazin-2-one). RXN SMILES: [Cl:1][C:2]1[C:11]2[NH:10][C:9](=[O:12])[O:8][C:7]([CH3:14])([CH3:13])[C:6]=2[CH:5]=[C:4]([O:15][CH2:16][CH2:17][CH2:18][CH2:19][S:20][C:21]2[CH:26]=[CH:25][C:24]([CH3:27])=[CH:23][CH:22]=2)[CH:3]=1.[OH:28]O>>[Cl:1][C:2]1[C:11]2[NH:10][C:9](=[O:12])[O:8][C:7]([CH3:14])([CH3:13])[C:6]=2[CH:5]=[C:4]([O:15][CH2:16][CH2:17][CH2:18][CH2:19][S:20]([C:21]2[CH:26]=[CH:25][C:24]([CH3:27])=[CH:23][CH:22]=2)=[O:28])[CH:3]=1. Procedure details: Prepared analogously to Example 2 from 8-chloro-6-[4-(4-methyl-phenylmercapto)-butoxy]-4,4-dimethyl-4H-3,1-benzoxazin-2-one and hydrogen peroxide. Reactants: CC(=O)O, O=Cc1c(Cl)cccc1Cl, N#C[K], CC(=O)c1ccccc1N, O. Product: CC(=O)c1ccccc1NC(C#N)c1c(Cl)cccc1Cl. Reaction SMILES: [CH3:21][C:22](=[O:23])[OH:24].[Cl:1][c:2]1[c:3]([CH:4]=[O:5])[c:6]([Cl:10])[cH:7][cH:8][cH:9]1.[K:25][C:26]#[N:27].[NH2:11][c:12]1[c:13]([C:18]([CH3:19])=[O:20])[cH:14][cH:15][cH:16][cH:17]1.[OH2:28]>>[Cl:1][c:2]1[c:3]([CH:4]([NH:11][c:12]2[c:13]([C:18]([CH3:19])=[O:20])[cH:14][cH:15][cH:16][cH:17]2)[C:26]#[N:27])[c:6]([Cl:10])[cH:7][cH:8][cH:9]1. Reactants: NCc1ccccc1, O=C(O)c1cccc(-c2nc(N3CCOCC3)nc3c2CCN3c2cccnc2)c1, On1nnc2ccccc21. Product: O=C(NCc1ccccc1)c1cccc(-c2nc(N3CCOCC3)nc3c2CCN3c2cccnc2)c1. RXN SMILES: [NH2:41][CH2:42][c:43]1[cH:44][cH:45][cH:46][cH:47][cH:48]1.[O:1]1[CH2:2][CH2:3][N:4]([c:7]2[n:8][c:9](-[c:22]3[cH:23][c:24]([C:25](=[O:26])[OH:27])[cH:28][cH:29][cH:30]3)[c:10]3[c:11]([n:12]2)[N:13]([c:16]2[cH:17][n:18][cH:19][cH:20][cH:21]2)[CH2:14][CH2:15]3)[CH2:5][CH2:6]1.[OH:31][n:32]1[c:33]2[c:34]([cH:35][cH:36][cH:37][cH:38]2)[n:39][n:40]1>>[O:1]1[CH2:2][CH2:3][N:4]([c:7]2[n:8][c:9](-[c:22]3[cH:23][c:24]([C:25](=[O:27])[NH:41][CH2:42][c:43]4[cH:44][cH:45][cH:46][cH:47][cH:48]4)[cH:28][cH:29][cH:30]3)[c:10]3[c:11]([n:12]2)[N:13]([c:16]2[cH:17][n:18][cH:19][cH:20][cH:21]2)[CH2:14][CH2:15]3)[CH2:5][CH2:6]1. Reactants: C1CCOC1 (THF), Cl.ClCC(=O)NC=1SC=C(N1)/C(/C(=O)Cl)=N/OC (2-(2-chloroacetamidothiazol-4-yl)-(Z)-2-methoxyiminoacetyl chloride hydrochloride), N[C@H]1[C@@H]2N(C(=C(CS2)CO)C(=O)O)C1=O (7β-amino-3-hydroxymethyl-3-cephem-4-carboxylic acid), C(O)([O-])=O.[Na+] (sodium hydrogen carbonate). The solvent is C(C)(=O)OCC (ethyl acetate), O (water), O.O1CCCC1 (water tetrahydrofuran). Yields the product NC=1SC=C(N1)/C(/C(=O)N[C@H]1[C@@H]2N(C(=C(CS2)CO)C(=O)O)C1=O)=N/OC (7β-[2-(2-aminothiazol-4-yl)-(Z)-2-methoxyiminoacetamido]-3-hydroxymethyl-3-cephem-4-carboxylic acid). Yield: 63.6%. Reaction SMILES: C1COCC1.[NH2:6][C@@H:7]1[C:19](=[O:20])[N:9]2[C:10]([C:16]([OH:18])=[O:17])=[C:11]([CH2:14][OH:15])[CH2:12][S:13][C@H:8]12.C(=O)([O-])O.[Na+].Cl.ClCC([NH:31][C:32]1[S:33][CH:34]=[C:35](/[C:37](=[N:41]/[O:42][CH3:43])/[C:38](Cl)=[O:39])[N:36]=1)=O>O.O1CCCC1.C(OCC)(=O)C.O>[NH2:31][C:32]1[S:33][CH:34]=[C:35](/[C:37](=[N:41]/[O:42][CH3:43])/[C:38]([NH:6][C@@H:7]2[C:19](=[O:20])[N:9]3[C:10]([C:16]([OH:18])=[O:17])=[C:11]([CH2:14][OH:15])[CH2:12][S:13][C@H:8]23)=[O:39])[N:36]=1 |f:2.3,4.5,6.7|. Procedure: In 800 ml of water-tetrahydrofuran (briefly, THF) (1:1) is suspended 16.9 g of 7β-amino-3-hydroxymethyl-3-cephem-4-carboxylic acid, and with ice-cooling and stirring, 27.72 g of sodium hydrogen carbonate is added. Then, 29.4 g of 2-(2-chloroacetamidothiazol-4-yl)-(Z)-2-methoxyiminoacetyl chloride hydrochloride is added gradually thereto and the mixture is stirred for 30 minutes. To this reaction mixture are added 150 ml of water and 200 ml of ethyl acetate and the water layer is separated. Under... Starting materials: COC(=O)C(N)CC(C)(C)C, CCN(C(C)C)C(C)C, ClCCl, O=C(Cl)N1CCOCC1. Yields the product COC(=O)C(CC(C)(C)C)NC(=O)N1CCOCC1. Reaction SMILES: [CH3:1][O:2][C:3]([CH:4]([CH2:5][C:6]([CH3:7])([CH3:8])[CH3:9])[NH2:10])=[O:11].[CH:12]([N:13]([CH2:14][CH3:15])[CH:16]([CH3:17])[CH3:18])([CH3:19])[CH3:20].[Cl:30][CH2:31][Cl:32].[O:21]1[CH2:22][CH2:23][N:24]([C:27](=[O:28])[Cl:29])[CH2:25][CH2:26]1>>[CH3:1][O:2][C:3]([CH:4]([CH2:5][C:6]([CH3:7])([CH3:8])[CH3:9])[NH:10][C:27]([N:24]1[CH2:23][CH2:22][O:21][CH2:26][CH2:25]1)=[O:28])=[O:11].